This data is from the Open Reaction Database (ORD), a public repository of structured organic reaction records. The task is: describe an organic reaction: reactants, conditions, products, and yield Reactants: CC1(OCCO1)C1=CC=C(O1)CN1N=C(C=C1)N (1-[5-(2-methyl-[1,3]dioxolan-2-yl)-furan-2-ylmethyl]-1H-pyrazol-3-ylamine), C(C)(C)(C)OC(=O)NCC=1OC(=C(N1)C(=O)O)C1=CC=CC=C1 (2-(tert-butoxycarbonylamino-methyl)-5-phenyl-oxazole-4-carboxylic acid). Yields the product C(C)(C)(C)OC(NCC=1OC(=C(N1)C(NC1=NN(C=C1)CC=1OC(=CC1)C(C)=O)=O)C1=CC=CC=C1)=O ({4-[1-(5-Acetyl-furan-2-ylmethyl)-1H-pyrazol-3-ylcarbamoyl]-5-phenyl-oxazol-2-yl methyl}-carbamic acid tert-butyl ester). Reaction SMILES: [CH3:1][C:2]1([C:7]2[O:11][C:10]([CH2:12][N:13]3[CH:17]=[CH:16][C:15]([NH2:18])=[N:14]3)=[CH:9][CH:8]=2)[O:6]CCO1.[C:19]([O:23][C:24]([NH:26][CH2:27][C:28]1[O:29][C:30]([C:36]2[CH:41]=[CH:40][CH:39]=[CH:38][CH:37]=2)=[C:31]([C:33](O)=[O:34])[N:32]=1)=[O:25])([CH3:22])([CH3:21])[CH3:20]>>[C:19]([O:23][C:24](=[O:25])[NH:26][CH2:27][C:28]1[O:29][C:30]([C:36]2[CH:37]=[CH:38][CH:39]=[CH:40][CH:41]=2)=[C:31]([C:33](=[O:34])[NH:18][C:15]2[CH:16]=[CH:17][N:13]([CH2:12][C:10]3[O:11][C:7]([C:2](=[O:6])[CH3:1])=[CH:8][CH:9]=3)[N:14]=2)[N:32]=1)([CH3:22])([CH3:20])[CH3:21]. Procedure details: Following general procedure B followed by C starting from 1-[5-(2-methyl-[1,3]dioxolan-2-yl)-furan-2-ylmethyl]-1H-pyrazol-3-ylamine and 2-(tert-butoxycarbonylamino-methyl)-5-phenyl-oxazole-4-carboxylic acid. LC-MS-conditions 02: tR=1.03 min; [M+H]+=506.46. Reactants: [OH-].[K+] (potassium hydroxide), CC(=CCOC1=CC=C(C=C1)CC(=O)OC)CCC=C(C)C (methyl 2-{4-[(3,7-dimethy-2,6-octadienyl)oxy]phenyl}acetate), Cl (hydrochloric acid). The solvent is CO (methanol). Yields the product CC(=CCOC1=CC=C(C=C1)CC(=O)O)CCC=C(C)C (2-{4-[(3,7-dimethyl-2,6-octadienyl)oxy]phenyl}acetic acid). Isolated yield 61.0%. As a reaction SMILES: [OH-].[K+].[CH3:3][C:4]([CH2:19][CH2:20][CH:21]=[C:22]([CH3:24])[CH3:23])=[CH:5][CH2:6][O:7][C:8]1[CH:13]=[CH:12][C:11]([CH2:14][C:15]([O:17]C)=[O:16])=[CH:10][CH:9]=1.Cl>CO>[CH3:3][C:4]([CH2:19][CH2:20][CH:21]=[C:22]([CH3:24])[CH3:23])=[CH:5][CH2:6][O:7][C:8]1[CH:13]=[CH:12][C:11]([CH2:14][C:15]([OH:17])=[O:16])=[CH:10][CH:9]=1 |f:0.1|. Procedure details: 1N potassium hydroxide (46 ml) was added to a solution of methyl 2-{4-[(3,7-dimethy-2,6-octadienyl)oxy]phenyl}acetate (9.46 g, 31.28 mmol) in methanol (70 ml) and refluxed for 1 hour. The mixture, with 3N hydrochloric acid (50 ml) added thereto, was extracted with ethyl acetate. The organic layer was washed with saturated brine, dried over MgSO4, and then concentrated. The residue was purified by recrystallization (ethyl acetate/hexane), to give 2-{4-[(3,7-dimethyl-2,6-octadienyl)oxy]phenyl}acet... Reactants: CCNCC, CCOC(C)=O, O=C(O)c1ccc(Cl)nc1, [Na+], C1CCOC1, CN(C)C=O, [OH-], O, O=S(Cl)Cl. Product: CCN(CC)C(=O)c1ccc(Cl)nc1. As a reaction SMILES: [CH2:15]([CH3:16])[NH:17][CH2:18][CH3:19].[CH3:28][CH2:29][O:30][C:31](=[O:32])[CH3:33].[Cl:5][c:6]1[n:7][cH:8][c:9]([C:10](=[O:11])[OH:12])[cH:13][cH:14]1.[Na+:21].[O:22]1[CH2:23][CH2:24][CH2:25][CH2:26]1.[O:34]=[CH:35][N:36]([CH3:37])[CH3:38].[OH-:20].[OH2:27].[S:1]([Cl:2])([Cl:3])=[O:4]>>[Cl:5][c:6]1[n:7][cH:8][c:9]([C:10](=[O:12])[N:17]([CH2:15][CH3:16])[CH2:18][CH3:19])[cH:13][cH:14]1. Starting materials: CO (methanol), FC=1C=C(C=CC1)[C@@H]1N(CCC1)C1=NC=2N(C=C1)N=CC2NC(C2=NC(=CC=C2)OC)=O ((R)—N-(5-(2-(3-fluorophenyl)pyrrolidin-1-yl)pyrazolo[1,5-a]pyrimidin-3-yl)-6-methoxypicolinamide), Cl (HCl). Run in O1CCOCC1 (dioxane). Reaction conditions: time 30 minute. Yields the product Cl.FC=1C=C(C=CC1)[C@@H]1N(CCC1)C1=NC=2N(C=C1)N=CC2NC(C2=NC(=CC=C2)OC)=O ((R)—N-(5-(2-(3-fluorophenyl)pyrrolidin-1-yl)pyrazolo[1,5-a]pyrimidin-3-yl)-6-methoxypicolinamide hydrochloride). Reaction SMILES: CO.[F:3][C:4]1[CH:5]=[C:6]([C@H:10]2[CH2:14][CH2:13][CH2:12][N:11]2[C:15]2[CH:20]=[CH:19][N:18]3[N:21]=[CH:22][C:23]([NH:24][C:25](=[O:34])[C:26]4[CH:31]=[CH:30][CH:29]=[C:28]([O:32][CH3:33])[N:27]=4)=[C:17]3[N:16]=2)[CH:7]=[CH:8][CH:9]=1.[ClH:35]>O1CCOCC1>[ClH:35].[F:3][C:4]1[CH:5]=[C:6]([C@H:10]2[CH2:14][CH2:13][CH2:12][N:11]2[C:15]2[CH:20]=[CH:19][N:18]3[N:21]=[CH:22][C:23]([NH:24][C:25](=[O:34])[C:26]4[CH:31]=[CH:30][CH:29]=[C:28]([O:32][CH3:33])[N:27]=4)=[C:17]3[N:16]=2)[CH:7]=[CH:8][CH:9]=1 |f:4.5|. Reported procedure: To a methanol (1 mL) solution of (R)—N-(5-(2-(3-fluorophenyl)pyrrolidin-1-yl)pyrazolo[1,5-a]pyrimidin-3-yl)-6-methoxypicolinamide (10.1 mg, 0.0234 mmol) was added HCl as a solution is dioxane (30 μL). After 30 minutes, the reaction was concentrated to provide (R)—N-(5-(2-(3-fluorophenyl)pyrrolidin-1-yl)pyrazolo[1,5-a]pyrimidin-3-yl)-6-methoxypicolinamide hydrochloride as a yellow solid. The reactants are N(=[N+]=[N-])[C@H]1[C@@H]([C@]2(C)[C@@H](C1)[C@@H]1CCC=3C=C(C=CC3[C@H]1CC2)OC)O (16α-azido-3-methoxy-estra-1,3,5(10)-triene-17β-ol). The solvent is CC(=O)C (acetone). Yields the product N(=[N+]=[N-])[C@H]1[C@H]([C@]2(C)[C@@H](C1)[C@@H]1CCC=3C=C(C=CC3[C@H]1CC2)OC)O (16α-Azido-3-methoxy-estra-1,3,5(10)-triene-17α-ol). Reaction SMILES: [N:1]([C@@H:4]1[CH2:9][C@H:8]2[C@H:10]3[C@H:19]([CH2:20][CH2:21][C@:6]2([CH3:7])[C@H:5]1[OH:24])[C:18]1[CH:17]=[CH:16][C:15]([O:22][CH3:23])=[CH:14][C:13]=1[CH2:12][CH2:11]3)=[N+:2]=[N-:3]>CC(C)=O>[N:1]([C@@H:4]1[CH2:9][C@H:8]2[C@H:10]3[C@H:19]([CH2:20][CH2:21][C@:6]2([CH3:7])[C@@H:5]1[OH:24])[C:18]1[CH:17]=[CH:16][C:15]([O:22][CH3:23])=[CH:14][C:13]=1[CH2:12][CH2:11]3)=[N+:2]=[N-:3]. Reported procedure: Using 150 ml acetone, finally also 0.4 g 16α-azido-3-methoxy-estra-1,3,5(10)-triene-17β-ol (13%) is eluted. The reactants are BrCc1ccccc1, COC(=O)c1nc(N(C)S(=O)(=O)CCCCCNC(=O)OC(C)(C)C)c2cccnc2c1O, O=C([O-])[O-], [Cs+], [Cs+], CN(C)C=O. The product is COC(=O)c1nc(N(C)S(=O)(=O)CCCCCNC(=O)OC(C)(C)C)c2cccnc2c1OCc1ccccc1. RXN SMILES: [Br:40][CH2:41][c:42]1[cH:43][cH:44][cH:45][cH:46][cH:47]1.[C:1]([CH3:2])([CH3:3])([CH3:4])[O:5][C:6](=[O:7])[NH:8][CH2:9][CH2:10][CH2:11][CH2:12][CH2:13][S:14](=[O:15])(=[O:16])[N:17]([CH3:18])[c:19]1[c:20]2[cH:21][cH:22][cH:23][n:24][c:25]2[c:26]([OH:33])[c:27]([C:29](=[O:30])[O:31][CH3:32])[n:28]1.[C:34](=[O:35])([O-:36])[O-:37].[Cs+:38].[Cs+:39].[O:48]=[CH:49][N:50]([CH3:51])[CH3:52]>>[C:1]([CH3:2])([CH3:3])([CH3:4])[O:5][C:6](=[O:7])[NH:8][CH2:9][CH2:10][CH2:11][CH2:12][CH2:13][S:14](=[O:15])(=[O:16])[N:17]([CH3:18])[c:19]1[c:20]2[cH:21][cH:22][cH:23][n:24][c:25]2[c:26]([O:33][CH2:41][c:42]2[cH:43][cH:44][cH:45][cH:46][cH:47]2)[c:27]([C:29](=[O:30])[O:31][CH3:32])[n:28]1.